This data is from the Open Reaction Database (ORD), a public repository of structured organic reaction records. The task is: describe an organic reaction: reactants, conditions, products, and yield Reactants: C(C)(=O)N(O)C1=CC=CC=C1 (N-Acetylphenylhydroxylamine), ClC1=NC=CN=C1 (2-chloropyrazine), CN(C=O)C (dimethylformamide), [H-].[Na+] (Sodium hydride). The solvent is O (water). Reaction conditions: time 30 minute. The product is C(C)(=O)NC1=CC=C(C=C1)C=1N=CC(NC1)=O (5-(4-acetamidophenyl)-2-(1H)-pyrazinone). Reaction SMILES: [C:1]([N:4]([C:6]1[CH:11]=[CH:10][CH:9]=[CH:8][CH:7]=1)O)(=[O:3])[CH3:2].Cl[C:13]1[CH:18]=[N:17][CH:16]=[CH:15][N:14]=1.[H-].[Na+].CN(C)C=[O:24]>O>[C:1]([NH:4][C:6]1[CH:11]=[CH:10][C:9]([C:16]2[N:17]=[CH:18][C:13](=[O:24])[NH:14][CH:15]=2)=[CH:8][CH:7]=1)(=[O:3])[CH3:2] |f:2.3|. Procedure details: N-Acetylphenylhydroxylamine (100 g) and 2-chloropyrazine (79 g) were dissolved in anhydrous dimethylformamide (500 ml). Sodium hydride (50% oil; 46 g) was added in portions over 11/2 hours, ensuring that the temperature was maintained between 20°-40° C. The reaction mixture was cooled, diluted with water (2500 ml), washed with dichloromethane (4 times) and filtered through diatomaceous earth. Acetic acid was slowly added with stirring to take the pH of the filtrate to 5-6. During this addition c... Reactants: CC(C)(C)c1nc(Br)c(-c2ccnc(Cl)n2)n1COCC[Si](C)(C)C, O=C([O-])[O-], COc1cc(N)ccn1, [Cs+], [Cs+], N#N, CC(=O)[O-], CC(=O)[O-], C1COCCO1, [Pd+2]. The product is COc1cc(Nc2nccc(-c3c(Br)nc(C(C)(C)C)n3COCC[Si](C)(C)C)n2)ccn1. Reaction SMILES: [Br:1][c:2]1[n:3][c:4]([C:22]([CH3:23])([CH3:24])[CH3:25])[n:5]([CH2:14][O:15][CH2:16][CH2:17][Si:18]([CH3:19])([CH3:20])[CH3:21])[c:6]1-[c:7]1[n:8][c:9]([Cl:13])[n:10][cH:11][cH:12]1.[C:35](=[O:36])([O-:37])[O-:38].[CH3:26][O:27][c:28]1[n:29][cH:30][cH:31][c:32]([NH2:34])[cH:33]1.[Cs+:39].[Cs+:40].[N:41]#[N:42].[O-:50][C:51]([CH3:52])=[O:53].[O-:54][C:55]([CH3:56])=[O:57].[O:43]1[CH2:44][CH2:45][O:46][CH2:47][CH2:48]1.[Pd+2:49]>>[Br:1][c:2]1[n:3][c:4]([C:22]([CH3:23])([CH3:24])[CH3:25])[n:5]([CH2:14][O:15][CH2:16][CH2:17][Si:18]([CH3:19])([CH3:20])[CH3:21])[c:6]1-[c:7]1[n:8][c:9]([NH:34][c:32]2[cH:31][cH:30][n:29][c:28]([O:27][CH3:26])[cH:33]2)[n:10][cH:11][cH:12]1. Starting materials: [N+](=O)([O-])C1=CC=C(C(=O)OCCCCCCCCCCCCCCCCCC)C=C1 (octadecyl 4-nitrobenzoate). Reagents/catalysts: [Pt] (platinum on carbon). Solvent: C(C)(=O)OCC (ethyl acetate). Yields the product NC1=CC=C(C(=O)OCCCCCCCCCCCCCCCCCC)C=C1 (octadecyl 4-aminobenzoate). The yield is 84.0%. Reaction SMILES: [N+:1]([C:4]1[CH:30]=[CH:29][C:7]([C:8]([O:10][CH2:11][CH2:12][CH2:13][CH2:14][CH2:15][CH2:16][CH2:17][CH2:18][CH2:19][CH2:20][CH2:21][CH2:22][CH2:23][CH2:24][CH2:25][CH2:26][CH2:27][CH3:28])=[O:9])=[CH:6][CH:5]=1)([O-])=O>[Pt].C(OCC)(=O)C>[NH2:1][C:4]1[CH:5]=[CH:6][C:7]([C:8]([O:10][CH2:11][CH2:12][CH2:13][CH2:14][CH2:15][CH2:16][CH2:17][CH2:18][CH2:19][CH2:20][CH2:21][CH2:22][CH2:23][CH2:24][CH2:25][CH2:26][CH2:27][CH3:28])=[O:9])=[CH:29][CH:30]=1. Procedure: Under a nitrogen purge, 10% platinum on carbon (2.0 grams) was added to a mixture of octadecyl 4-nitrobenzoate (23 grams, 55 mmol) and ethyl acetate (230 milliliters) in a Parr vessel. The vessel was placed under hydrogen pressure (49 psi, 3.3×105 Pa) for sixteen hours. Added chloroform and filtered the reaction mixture through a layer of CELITE filter aid. The filtrate was concentrated under reduced pressure to light tan solid. The solid was recrystallized from ethanol to obtain 18 grams of oct... Starting materials: C(Cl)(Cl)Cl (Chloroform), C1(=C(C(=CC(=C1)C)C)NC1CCNCC1)C (4-(mesitylamino)piperidine), BrCCC1(CCCCC1)CC(=O)OC (methyl [1-(2-bromoethyl)cyclohexyl]acetate), C([O-])([O-])=O.[K+].[K+] (potassium carbonate). Solvent: CN(C=O)C (N,N-dimethylformamide). Conditions: temperature 80 celsius, time 10 hour. Yields the product C1(=C(C(=CC(=C1)C)C)NC1CCN(CC1)CCC1(CCCCC1)CC(=O)OC)C (Methyl [1-[2-[4-(mesitylamino)piperidin-1-yl]ethyl]cyclohexyl]acetate). Isolated yield 52.7%. RXN SMILES: [C:1]1([CH3:16])[CH:6]=[C:5]([CH3:7])[CH:4]=[C:3]([CH3:8])[C:2]=1[NH:9][CH:10]1[CH2:15][CH2:14][NH:13][CH2:12][CH2:11]1.Br[CH2:18][CH2:19][C:20]1([CH2:26][C:27]([O:29][CH3:30])=[O:28])[CH2:25][CH2:24][CH2:23][CH2:22][CH2:21]1.C(=O)([O-])[O-].[K+].[K+].C(Cl)(Cl)Cl>CN(C)C=O>[C:3]1([CH3:8])[CH:4]=[C:5]([CH3:7])[CH:6]=[C:1]([CH3:16])[C:2]=1[NH:9][CH:10]1[CH2:15][CH2:14][N:13]([CH2:18][CH2:19][C:20]2([CH2:26][C:27]([O:29][CH3:30])=[O:28])[CH2:25][CH2:24][CH2:23][CH2:22][CH2:21]2)[CH2:12][CH2:11]1 |f:2.3.4|. Reported procedure: A suspension of 4-(mesitylamino)piperidine (250 mg, 1.15 mmol), methyl [1-(2-bromoethyl)cyclohexyl]acetate (371 mg, 1.38 mmol) and potassium carbonate (318 mg, 2.3 mmol) in N,N-dimethylformamide (3 mL) was stirred at 80° C. for 10 hours. Chloroform (10 mL) was added to the reaction mixture, the insoluble portion was filtered out, and the filtrate was concentrated under reduced pressure. The residue was dissolved in xylene (10 mL) and concentrated under reduced pressure. The residue was then puri... Starting materials: [Br-], CC(C)(C)OC(=O)N1CCN(C(C)(C#N)c2ccccc2F)CC1, C[Mg+], C1CCOC1. Yields the product CC(C)(C)OC(=O)N1CCN(C(C)(C)c2ccccc2F)CC1. As a reaction SMILES: [Br-:25].[C:1](#[N:2])[C:3]([CH3:4])([c:5]1[c:6]([F:11])[cH:7][cH:8][cH:9][cH:10]1)[N:12]1[CH2:13][CH2:14][N:15]([C:18](=[O:19])[O:20][C:21]([CH3:22])([CH3:23])[CH3:24])[CH2:16][CH2:17]1.[CH3:26][Mg+:27].[O:28]1[CH2:29][CH2:30][CH2:31][CH2:32]1>>[CH3:1][C:3]([CH3:4])([c:5]1[c:6]([F:11])[cH:7][cH:8][cH:9][cH:10]1)[N:12]1[CH2:13][CH2:14][N:15]([C:18](=[O:19])[O:20][C:21]([CH3:22])([CH3:23])[CH3:24])[CH2:16][CH2:17]1. The reactants are IC1=CC=C(OC2CN(CCCN(CCCN(C2)S(=O)(=O)C2=C(C=CC=C2)[N+](=O)[O-])S(=O)(=O)C2=C(C=CC=C2)[N+](=O)[O-])S(=O)(=O)C2=C(C=CC=C2)[N+](=O)[O-])C=C1 (3-(4-Iodophenoxy)-tris-(2-nitrobenzenesulfonyl)-1,5,9-triazacyclododecane), C(CCCC#C)O (5-hexyn-1-ol). RXN SMILES: I[C:2]1[CH:56]=[CH:55][C:5]([O:6][CH:7]2[CH2:18][N:17]([S:19]([C:22]3[CH:27]=[CH:26][CH:25]=[CH:24][C:23]=3[N+:28]([O-:30])=[O:29])(=[O:21])=[O:20])[CH2:16][CH2:15][CH2:14][N:13]([S:31]([C:34]3[CH:39]=[CH:38][CH:37]=[CH:36][C:35]=3[N+:40]([O-:42])=[O:41])(=[O:33])=[O:32])[CH2:12][CH2:11][CH2:10][N:9]([S:43]([C:46]3[CH:51]=[CH:50][CH:49]=[CH:48][C:47]=3[N+:52]([O-:54])=[O:53])(=[O:45])=[O:44])[CH2:8]2)=[CH:4][CH:3]=1.[CH2:57]([OH:63])[CH2:58][CH2:59][CH2:60][C:61]#[CH:62]>C1COCC1.C(N(CC)CC)C.Cl[Pd](Cl)([P](C1C=CC=CC=1)(C1C=CC=CC=1)C1C=CC=CC=1)[P](C1C=CC=CC=1)(C1C=CC=CC=1)C1C=CC=CC=1.[Cu]I>[OH:63][CH2:57][CH2:58][CH2:59][CH2:60][CH2:61][CH2:62][C:2]1[CH:56]=[CH:55][C:5]([O:6][CH:7]2[CH2:8][N:9]([S:43]([C:46]3[CH:51]=[CH:50][CH:49]=[CH:48][C:47]=3[N+:52]([O-:54])=[O:53])(=[O:44])=[O:45])[CH2:10][CH2:11][CH2:12][N:13]([S:31]([C:34]3[CH:39]=[CH:38][CH:37]=[CH:36][C:35]=3[N+:40]([O-:42])=[O:41])(=[O:32])=[O:33])[CH2:14][CH2:15][CH2:16][N:17]([S:19]([C:22]3[CH:27]=[CH:26][CH:25]=[CH:24][C:23]=3[N+:28]([O-:30])=[O:29])(=[O:20])=[O:21])[CH2:18]2)=[CH:4][CH:3]=1 |^1:78,97|. Run at time 8 hour. Product: OCCCCCCC1=CC=C(OC2CN(CCCN(CCCN(C2)S(=O)(=O)C2=C(C=CC=C2)[N+](=O)[O-])S(=O)(=O)C2=C(C=CC=C2)[N+](=O)[O-])S(=O)(=O)C2=C(C=CC=C2)[N+](=O)[O-])C=C1 (3-(4-(6-hydroxyhexan-1-yl)phenoxy)-tris-(2-nitrobenzenesulfonyl)-1,5,9-triazacyclododecane). Run in C1CCOC1 (THF), C(C)N(CC)CC (triethylamine). Procedure details: Compound 5b (250 mg, 0.26 mmol) and 5-hexyn-1-ol (43 μL, 0.39 mmol) were dissolved in the mixture of dry THF (6 mL) and triethylamine (2 mL) and the mixture was deaerated with argon. Pd(Ph3P)2Cl2 (3.6 mg, 0.005 mmol) and CuI (1.9 mg, 0.01 mmol) were added, and the mixture was stirred overnight at RT in dark. All volatiles were removed in vacuo. The residue was suspended in dichlormethane, washed twice with water and dried over Na2SO4. Purification on silica gel (eluent: MeOH: CH2Cl2, 1:9, v/v) y... Reagents/catalysts: Cl[Pd]([P](C1=CC=CC=C1)(C2=CC=CC=C2)C3=CC=CC=C3)([P](C4=CC=CC=C4)(C5=CC=CC=C5)C6=CC=CC=C6)Cl (Pd(Ph3P)2Cl2), [Cu]I (CuI). Reactants: COC(C1=C(C(=C(C(=C1)OC)OC)OC)Br)OC (2-Bromo-3,4,5-trimethoxybenzaldehyde dimethylacetal), C(CC)OC=1C=C(C=O)C=CC1OCCC (3,4-dipropoxybenzaldehyde), C(#CC(=O)OC)C(=O)OC (dimethyl acetylenedicarboxylate), ( 2 ). The product is C(CC)OC=1C=C(C=CC1OCCC)C1=C(C(=C(C2=CC(=C(C(=C12)OC)OC)OC)O)C(=O)OC)C(=O)OC (1-(3,4-dipropoxyphenyl)-2,3-bis(methoxycarbonyl)-4-hydroxy-6,7,8-trimethoxynaphthalene). RXN SMILES: CO[CH:3]([O:17]C)[C:4]1[CH:9]=[C:8]([O:10][CH3:11])[C:7]([O:12][CH3:13])=[C:6]([O:14][CH3:15])[C:5]=1Br.[CH2:19]([O:22][C:23]1[CH:24]=[C:25]([CH:28]=[CH:29][C:30]=1[O:31][CH2:32][CH2:33][CH3:34])[CH:26]=O)[CH2:20][CH3:21].[C:35]([C:41]([O:43][CH3:44])=[O:42])#[C:36][C:37]([O:39][CH3:40])=[O:38]>>[CH2:19]([O:22][C:23]1[CH:24]=[C:25]([C:26]2[C:5]3[C:4](=[CH:9][C:8]([O:10][CH3:11])=[C:7]([O:12][CH3:13])[C:6]=3[O:14][CH3:15])[C:3]([OH:17])=[C:36]([C:37]([O:39][CH3:40])=[O:38])[C:35]=2[C:41]([O:43][CH3:44])=[O:42])[CH:28]=[CH:29][C:30]=1[O:31][CH2:32][CH2:33][CH3:34])[CH2:20][CH3:21]. Procedure: 2-Bromo-3,4,5-trimethoxybenzaldehyde dimethylacetal, 3,4-dipropoxybenzaldehyde and dimethyl acetylenedicarboxylate are treated in the same manner as described in Example 1-(1) & (2), whereby 1-(3,4-dipropoxyphenyl)-2,3-bis(methoxycarbonyl)-4-hydroxy-6,7,8-trimethoxynaphthalene is obtained as colorless needles.